This data is from the Open Reaction Database (ORD), a public repository of structured organic reaction records. The task is: describe an organic reaction: reactants, conditions, products, and yield Starting materials: N1(CC1)C(=O)C1=CC(=C(C=C1)[N+](=O)[O-])OC (aziridin-1-yl(3-methoxy-4-nitrophenyl)methanone), OCC1(O)[C@H](O)[C@H](O)[C@H](O)CO1 (Psi). The reagents and catalysts are [Pd] (palladium on carbon). Run in CO (MeOH). Yields the product NC1=C(C=C(C=C1)C(=O)N1CC1)OC ((4-Amino-3-methoxyphenyl)(aziridin-1-yl)methanone). The yield is 33.0%. As a reaction SMILES: [N:1]1([C:4]([C:6]2[CH:11]=[CH:10][C:9]([N+:12]([O-])=O)=[C:8]([O:15][CH3:16])[CH:7]=2)=[O:5])[CH2:3][CH2:2]1.OCC1(OC[C@@H](O)[C@@H](O)[C@H]1O)O>CO.[Pd]>[NH2:12][C:9]1[CH:10]=[CH:11][C:6]([C:4]([N:1]2[CH2:3][CH2:2]2)=[O:5])=[CH:7][C:8]=1[O:15][CH3:16]. Procedure details: To a solution of aziridin-1-yl(3-methoxy-4-nitrophenyl)methanone (1 equiv) in MeOH (0.24 M) was added 10% palladium on carbon (25% by weight). The reaction mixture was stirred at 50° C. under hydrogen atmosphere (50 Psi) overnight then filtered through celite. The filtrate was concentrated and the residue was purified by silica gel chromatography (50% ethyl acetate in petroleum ether) to afford the title compound (33% yield) as a yellow solid. MS (ESI) m/z 193.1 [M+1]+. The solvent is S(O)(O)(=O)=O (sulfuric acid). Reactants: COC=1C=CC=C(C1C(=O)O)O (6-methoxysalicylic acid), CO (methanol). Procedure details: A mixture of 6-methoxysalicylic acid (10.0 g, 59.5 mmol) in methanol (40 mL) and sulfuric acid (2 mL) is heated at reflux 48 h. Although some acid remains the reaction is concentrated to remove the methanol and partitioned between ethyl acetate and saturated sodium carbonate solution. The organic phase is separated and washed with sodium carbonate until no acid remains by TLC analysis. The organic phase is dried and concentrated to provide the title compound as a low melting solid. Reaction SMILES: [CH3:1][O:2][C:3]1[CH:4]=[CH:5][CH:6]=[C:7]([OH:12])[C:8]=1[C:9]([OH:11])=[O:10].[CH3:13]O>S(=O)(=O)(O)O>[CH3:1][O:2][C:3]1[CH:4]=[CH:5][CH:6]=[C:7]([OH:12])[C:8]=1[C:9]([O:11][CH3:13])=[O:10]. Product: COC=1C=CC=C(C1C(=O)OC)O (Methyl 6-methoxysalicylate). Starting materials: CC(CO[Si](C(C)C)(C(C)C)C(C)C)C1CCC2C3CC=C4C(C)(C)C(=O)CCC4(C)C3CCC12C, [Na+], C1CCOC1, [OH-], O. Yields the product CC(CO[Si](C(C)C)(C(C)C)C(C)C)C1CCC2C3CC=C4C(C)(C)C(O)CCC4(C)C3CCC12C. RXN SMILES: [CH3:1][C:2]1([CH3:36])[C:3]2=[CH:4][CH2:5][CH:6]3[CH:7]4[CH2:8][CH2:9][CH:10]([CH:11]([CH3:12])[CH2:13][O:14][Si:15]([CH:16]([CH3:17])[CH3:18])([CH:19]([CH3:20])[CH3:21])[CH:22]([CH3:23])[CH3:24])[C:25]4([CH3:35])[CH2:26][CH2:27][CH:28]3[C:29]2([CH3:34])[CH2:30][CH2:31][C:32]1=[O:33].[Na+:39].[O:40]1[CH2:41][CH2:42][CH2:43][CH2:44]1.[OH-:38].[OH2:37]>>[CH3:1][C:2]1([CH3:36])[C:3]2=[CH:4][CH2:5][CH:6]3[CH:7]4[CH2:8][CH2:9][CH:10]([CH:11]([CH3:12])[CH2:13][O:14][Si:15]([CH:16]([CH3:17])[CH3:18])([CH:19]([CH3:20])[CH3:21])[CH:22]([CH3:23])[CH3:24])[C:25]4([CH3:35])[CH2:26][CH2:27][CH:28]3[C:29]2([CH3:34])[CH2:30][CH2:31][CH:32]1[OH:33].